This data is from the Open Reaction Database (ORD), a public repository of structured organic reaction records. The task is: describe an organic reaction: reactants, conditions, products, and yield Reactants: ClC=1C=C(C=CC1C1CCCCC1)C(C(=O)O)CCC(=O)O (2-(3-chloro-4-cyclohexylphenyl)-glutaric acid). Solvent: S(O)(O)(=O)=O (sulfuric acid). Run at time 8 hour. Product: O=C1CCC(C2=CC(=C(C=C12)C1CCCCC1)Cl)C(=O)O (4-oxo-6-cyclohexyl-7-chloro-1,2,3,4-tetrahydronaphthalene-1-carboxylic acid). Isolated yield 72.2%. As a reaction SMILES: [Cl:1][C:2]1[CH:3]=[C:4]([CH:14]([CH2:18][CH2:19][C:20]([OH:22])=O)[C:15]([OH:17])=[O:16])[CH:5]=[CH:6][C:7]=1[CH:8]1[CH2:13][CH2:12][CH2:11][CH2:10][CH2:9]1>S(=O)(=O)(O)O>[O:22]=[C:20]1[C:5]2[C:4](=[CH:3][C:2]([Cl:1])=[C:7]([CH:8]3[CH2:13][CH2:12][CH2:11][CH2:10][CH2:9]3)[CH:6]=2)[CH:14]([C:15]([OH:17])=[O:16])[CH2:18][CH2:19]1. Procedure: While cooling well, 17.9 g of 2-(3-chloro-4-cyclohexylphenyl)-glutaric acid are dissolved in 90 ml of 100% sulfuric acid and the solution is kept overnight at 35°C, then cautiously poured out over ice and the aqueous mixture is extracted with ethyl acetate and evaporated. The remaining crystals are recrystallized from toluene, to yield 12.2 g of 4-oxo-6-cyclohexyl-7-chloro-1,2,3,4-tetrahydronaphthalene-1-carboxylic acid melting at 204°-205°C, of the formula ##SPC8## Starting materials: [H][H] (hydrogen), C(CC)C1=CC=CC=C1 (propylbenzene), [Cl-].[Al+3].[Cl-].[Cl-] (aluminum chloride), [N+](=O)([O-])C1=CC=CC=C1 (nitrobenzene), C1(CCC(=O)O1)=O (succinic anhydride). Reagents/catalysts: [OH-].[OH-].[Pd+2] (Pearlman's catalyst). Run in solution, C(C)(=O)O (acetic acid). Reaction conditions: time 3 hour. Product: C(CC)C1=CC=C(C=C1)CCCC(=O)O (4-(4-(1-n-Propyl)phenyl)butanoic acid). Isolated yield 77.1%. Reaction SMILES: [CH2:1]([C:4]1[CH:9]=[CH:8][CH:7]=[CH:6][CH:5]=1)[CH2:2][CH3:3].[Cl-].[Al+3].[Cl-].[Cl-].[N+](C1C=CC=CC=1)([O-])=O.[C:23]1(=O)[O:28][C:26](=[O:27])[CH2:25][CH2:24]1.[H][H]>C(O)(=O)C.[OH-].[OH-].[Pd+2]>[CH2:1]([C:4]1[CH:9]=[CH:8][C:7]([CH2:23][CH2:24][CH2:25][C:26]([OH:28])=[O:27])=[CH:6][CH:5]=1)[CH2:2][CH3:3] |f:1.2.3.4,9.10.11|. Procedure details: To a solution of propylbenzene (14.6 g, 121.4 mmol) in 243 mL of a solution of aluminum chloride in nitrobenzene (1.0M, 243 mmol) was added succinic anhydride (12.15 g, 121.4 mmol). After 3 h, the reaction was quenched with 2N hydrochloric acid, diluted with ether and washed 5 times with dilute hydrochloric acid. The organics were then extracted three times with dilute sodium hydroxide and the combined aqueous layers washed three times with ether. The aqueous layer was then acidified with concen... Reactants: ClC1=C(C(=O)O)C=CC=C1F (2-chloro-3-fluorobenzoic acid), FC1(CCC(CC1)C(CN)C=1C=NC(=NC1)C)F (2-(4,4-difluorocyclohexyl)-2-(2-methylpyrimidin-5-yl)ethanamine). Yields the product ClC1=C(C(=O)NCC(C=2C=NC(=NC2)C)C2CCC(CC2)(F)F)C=CC=C1F (2-chloro-3-fluoro-N-(2-(4,4-difluorocyclohexyl)-2-(2-methylpyrimidin-5-yl)ethyl)benzamide). Reaction SMILES: [Cl:1][C:2]1[C:10]([F:11])=[CH:9][CH:8]=[CH:7][C:3]=1[C:4]([OH:6])=O.[F:12][C:13]1([F:29])[CH2:18][CH2:17][CH:16]([CH:19]([C:22]2[CH:23]=[N:24][C:25]([CH3:28])=[N:26][CH:27]=2)[CH2:20][NH2:21])[CH2:15][CH2:14]1>>[Cl:1][C:2]1[C:10]([F:11])=[CH:9][CH:8]=[CH:7][C:3]=1[C:4]([NH:21][CH2:20][CH:19]([CH:16]1[CH2:17][CH2:18][C:13]([F:29])([F:12])[CH2:14][CH2:15]1)[C:22]1[CH:23]=[N:24][C:25]([CH3:28])=[N:26][CH:27]=1)=[O:6]. Reported procedure: From 2-chloro-3-fluorobenzoic acid and 2-(4,4-difluorocyclohexyl)-2-(2-methylpyrimidin-5-yl)ethanamine. LCMS (MH+): m/z=412.1, tR (minutes, Method F)=2.18 Reactants: C(C)(C)(C)OC([C@H](CN(N)C(C1=CC=C(C=C1)OCCC=1N=CN(C1)CC1=CC=CC=C1)=O)S(=O)(=O)C1=CC=CC=C1)=O (4-[2-(1-Benzyl-imidazol-4-yl)ethyloxy]benzoyl-2(S)-phenylsulfonyl-amino-β-alanine tert-butyl ester), C(=O)(C(F)(F)F)O (TFA). Solvent: C(Cl)Cl (CH2Cl2). The product is C(C)O.[NH4+].[OH-].O (ethanol NH4OH H2O), C(C1=CC=CC=C1)N1C=NC(=C1)CCOC1=CC=C(C(=O)N(C[C@@H](C(=O)O)S(=O)(=O)C2=CC=CC=C2)N)C=C1 (4-[2-(1-Benzylimidazol-4-yl)ethyloxy]benzoyl-2(S)-phenylsulfonyl-amino-β-alanine). As a reaction SMILES: [C:1]([O:5][C:6](=[O:43])[C@@H:7]([S:34]([C:37]1[CH:42]=[CH:41][CH:40]=[CH:39][CH:38]=1)(=[O:36])=[O:35])[CH2:8][N:9]([C:11](=[O:33])[C:12]1[CH:17]=[CH:16][C:15]([O:18][CH2:19][CH2:20][C:21]2[N:22]=[CH:23][N:24]([CH2:26][C:27]3[CH:32]=[CH:31][CH:30]=[CH:29][CH:28]=3)[CH:25]=2)=[CH:14][CH:13]=1)[NH2:10])(C)(C)[CH3:2].C(O)(C(F)(F)F)=[O:45]>C(Cl)Cl>[CH2:1]([OH:5])[CH3:2].[NH4+:9].[OH-:45].[OH2:5].[CH2:26]([N:24]1[CH:25]=[C:21]([CH2:20][CH2:19][O:18][C:15]2[CH:16]=[CH:17][C:12]([C:11]([N:9]([NH2:10])[CH2:8][C@H:7]([S:34]([C:37]3[CH:42]=[CH:41][CH:40]=[CH:39][CH:38]=3)(=[O:35])=[O:36])[C:6]([OH:43])=[O:5])=[O:33])=[CH:13][CH:14]=2)[N:22]=[CH:23]1)[C:27]1[CH:32]=[CH:31][CH:30]=[CH:29][CH:28]=1 |f:3.4.5.6|. Reported procedure: A solution of 3-7 (252 mg, 0.42 mmol), TFA (3 mL) and CH2Cl2 (10 mL) was stirred at ambient temperature for 3 h, followed by concentration. Flash chromatography (silica, 9:0.5:0.5 ethanol/NH4OH/H2O (2x)) gave 3-8 as a viscous gum. Rf 0.08 (silica, 9:0.5:0.5 ethanol/NH4OH/H2O). Reactants: CCCCCC, C[Al+]C, [Li]Cc1ccccc1N(C)C, [Cl-]. The product is CN(C)c1ccccc1C[Al](C)C. As a reaction SMILES: [CH3:16][CH2:17][CH2:18][CH2:19][CH2:20][CH3:21].[CH3:2][Al+:3][CH3:4].[CH3:5][N:6]([c:7]1[c:8]([CH2:9][Li:10])[cH:11][cH:12][cH:13][cH:14]1)[CH3:15].[Cl-:1]>>[CH3:2][Al:3]([CH3:4])[CH2:9][c:8]1[c:7]([N:6]([CH3:5])[CH3:15])[cH:14][cH:13][cH:12][cH:11]1.